This data is from the Open Reaction Database (ORD), a public repository of structured organic reaction records. The task is: describe an organic reaction: reactants, conditions, products, and yield Reactants: C(C)Br (ethylbromide), CC[C@H]([C@@H](CC1=CN=CN1C)CO)C(=O)[O-].[Na+] (pilocarpic acid sodium salt), O (water). Solvent: CS(=O)C (dimethyl sulfoxide). Reaction conditions: time 60 hour. Yields the product CC[C@@H]([C@@H](CC1=CN=CN1C)CO)C(=O)OCC (pilocarpic acid ethyl ester). As a reaction SMILES: [CH2:1](Br)[CH3:2].[CH3:4][CH2:5][C@@H:6]([C:17]([O-:19])=[O:18])[C@H:7]([CH2:15][OH:16])[CH2:8][C:9]1[N:13]([CH3:14])[CH:12]=[N:11][CH:10]=1.[Na+].O>CS(C)=O>[CH3:4][CH2:5][C@H:6]([C:17]([O:19][CH2:1][CH3:2])=[O:18])[C@H:7]([CH2:15][OH:16])[CH2:8][C:9]1[N:13]([CH3:14])[CH:12]=[N:11][CH:10]=1 |f:1.2|. Procedure details: 9.80 mmoles of ethylbromide (1068 mg) were added dropwise within about an hour to a solution containing 9.80 mmoles (2432 mg) of pilocarpic acid sodium salt in 60 ml of dimethyl sulfoxide. The solution was stirred at room temperature for 48-72 hours and poured into 100 ml of distilled water. The mixture was extracted with two portions of each 150 ml of ethyl acetate. The combined ethyl acetate extracts were washed with 150 ml of distilled water, with 150 ml of 2% sodium bicarbonate solution and ... Reactants: C1(CCCCCC1)NC(CCCCBr)=O (N-cycloheptyl-5-bromopentanamide), C(C1=CC=CC=C1)NCCO (N-benzylethanolamine), C([O-])([O-])=O.[K+].[K+] (potassium carbonate). The solvent is CN(C=O)C (dimethylformamide), CN(C=O)C (dimethylformamide). Reaction conditions: temperature 60 celsius, time 2 hour. Yields the product C1(CCCCCC1)NC(CCCCN(CCO)CC1=CC=CC=C1)=O (N-cyclohepty-5-[benzyl(2-hydroxyethyl)amino]pentanamide). Isolated yield 58.5%. As a reaction SMILES: [CH:1]1([NH:8][C:9](=[O:15])[CH2:10][CH2:11][CH2:12][CH2:13]Br)[CH2:7][CH2:6][CH2:5][CH2:4][CH2:3][CH2:2]1.[CH2:16]([NH:23][CH2:24][CH2:25][OH:26])[C:17]1[CH:22]=[CH:21][CH:20]=[CH:19][CH:18]=1.C(=O)([O-])[O-].[K+].[K+]>CN(C)C=O>[CH:1]1([NH:8][C:9](=[O:15])[CH2:10][CH2:11][CH2:12][CH2:13][N:23]([CH2:16][C:17]2[CH:22]=[CH:21][CH:20]=[CH:19][CH:18]=2)[CH2:24][CH2:25][OH:26])[CH2:7][CH2:6][CH2:5][CH2:4][CH2:3][CH2:2]1 |f:2.3.4|. Reported procedure: N-cycloheptyl-5-bromopentanamide (4.15 g, 15 mmole) in solution in dimethylformamide (20 ml) is added dropwise to a hot solution (60° C.) of N-benzylethanolamine (2.27 g, 2.13 ml, 15 mmole) in dimethylformamide (25 ml) in the presence of potassium carbonate (4.15 g, 3 mmole). The reaction mixture is agitated for 2 hours at 60° C. then the solvent is evaporated under reduced pressure. The residue is taken up in dichloromethane (50 ml) and washed with water (3×30 ml). The organic phase is collecte... The reactants are C1CCNCC1, COc1ccccc1-c1ccc2c(c1)NC(=O)C2, CCO, O=Cc1[nH]c2c(c1CCC(=O)O)CCCC2. Product: COc1ccccc1-c1ccc2c(c1)NC(=O)C2=Cc1[nH]c2c(c1CCC(=O)O)CCCC2. Reaction SMILES: [CH2:35]1[CH2:36][CH2:37][NH:38][CH2:39][CH2:40]1.[CH3:1][O:2][c:3]1[c:4](-[c:9]2[cH:10][cH:11][c:12]3[c:16]([cH:17]2)[NH:15][C:14](=[O:18])[CH2:13]3)[cH:5][cH:6][cH:7][cH:8]1.[CH3:41][CH2:42][OH:43].[CH:19](=[O:20])[c:21]1[nH:22][c:23]2[c:28]([c:29]1[CH2:30][CH2:31][C:32](=[O:33])[OH:34])[CH2:27][CH2:26][CH2:25][CH2:24]2>>[CH3:1][O:2][c:3]1[c:4](-[c:9]2[cH:10][cH:11][c:12]3[c:16]([cH:17]2)[NH:15][C:14](=[O:18])[C:13]3=[CH:19][c:21]2[nH:22][c:23]3[c:28]([c:29]2[CH2:30][CH2:31][C:32](=[O:33])[OH:34])[CH2:27][CH2:26][CH2:25][CH2:24]3)[cH:5][cH:6][cH:7][cH:8]1. The reactants are [N+](=O)(O)[O-] (nitric acid), C(CCC)C=1C=CC(NC1C)=O (5-butyl-6-methylpyridin-2(1H)-one), ice water. Solvent: S(O)(O)(=O)=O (sulfuric acid). Reaction conditions: time 1 hour. Yields the product [N+](=O)([O-])C=1C(NC(=C(C1)CCCC)C)=O (3-nitro-5-butyl-6-methylpyridin-2(1H)-one). Isolated yield 41.0%. Reaction SMILES: [CH2:1]([C:5]1[CH:6]=[CH:7][C:8](=[O:12])[NH:9][C:10]=1[CH3:11])[CH2:2][CH2:3][CH3:4].[N+:13]([O-])([OH:15])=[O:14]>S(=O)(=O)(O)O>[N+:13]([C:7]1[C:8](=[O:12])[NH:9][C:10]([CH3:11])=[C:5]([CH2:1][CH2:2][CH2:3][CH3:4])[CH:6]=1)([O-:15])=[O:14]. Procedure details: A solution of 5-butyl-6-methylpyridin-2(1H)-one (562 mg, 3.40 mmol) in concentrated sulfuric acid (4.3 mL) was cooled in an ice bath and 70% nitric acid (0.4 mL) was added dropwise. After one hour, the reaction mixture was poured into ice/water and the yellow product extracted into methylene chloride. This solution was dried, filtered and evaporated. The residue (468 mg) was chromatographed on silica gel eluting with 1-2% methanol/chloroform to yield 293 mg (41%) of pure product.